Task: describe an organic reaction: reactants, conditions, products, and yield. Dataset: the Open Reaction Database (ORD), a public repository of structured organic reaction records The reactants are CCS(=O)(=O)c1ncn2ccsc12, [Li]CCCC, CCCC[Sn](Cl)(CCCC)CCCC, C1CCOC1, CCCCCC, [Cl-], [NH4+]. Product: CCCC[Sn](CCCC)(CCCC)c1cn2cnc(S(=O)(=O)CC)c2s1. RXN SMILES: [CH2:1]([CH3:2])[S:3](=[O:4])(=[O:5])[c:6]1[n:7][cH:8][n:9]2[c:10]1[s:11][cH:12][cH:13]2.[CH2:20]([Li:21])[CH2:22][CH2:23][CH3:24].[CH2:25]([CH2:26][CH2:27][CH3:28])[Sn:29]([CH2:30][CH2:31][CH2:32][CH3:33])([CH2:34][CH2:35][CH2:36][CH3:37])[Cl:38].[CH2:41]1[O:42][CH2:43][CH2:44][CH2:45]1.[CH3:14][CH2:15][CH2:16][CH2:17][CH2:18][CH3:19].[Cl-:39].[NH4+:40]>>[CH2:1]([CH3:2])[S:3](=[O:4])(=[O:5])[c:6]1[n:7][cH:8][n:9]2[c:10]1[s:11][c:12]([Sn:29]([CH2:25][CH2:26][CH2:27][CH3:28])([CH2:30][CH2:31][CH2:32][CH3:33])[CH2:34][CH2:35][CH2:36][CH3:37])[cH:13]2. The product is CN(C)C1CCN(C(=O)c2ccc3c(c2)cc(C(=O)N2CCC(F)(F)CC2)n3-c2ccc(C(F)(F)F)cc2)CC1. Reaction SMILES: [C:53]([O-:54])(=[O:55])[CH3:56].[C:58]([O-:59])(=[O:60])[CH3:61].[Cl:50][CH2:51][Cl:52].[Cu+2:57].[F:1][C:2]1([F:30])[CH2:3][CH2:4][N:5]([C:8](=[O:9])[c:10]2[nH:11][c:12]3[cH:13][cH:14][c:15]([C:19](=[O:20])[N:21]4[CH2:22][CH2:23][CH:24]([N:27]([CH3:28])[CH3:29])[CH2:25][CH2:26]4)[cH:16][c:17]3[cH:18]2)[CH2:6][CH2:7]1.[F:31][C:32]([c:33]1[cH:34][cH:35][c:36]([B:39]([OH:40])[OH:41])[cH:37][cH:38]1)([F:42])[F:43].[cH:44]1[cH:45][cH:46][n:47][cH:48][cH:49]1>>[F:1][C:2]1([F:30])[CH2:3][CH2:4][N:5]([C:8](=[O:9])[c:10]2[n:11](-[c:36]3[cH:35][cH:34][c:33]([C:32]([F:31])([F:42])[F:43])[cH:38][cH:37]3)[c:12]3[cH:13][cH:14][c:15]([C:19](=[O:20])[N:21]4[CH2:22][CH2:23][CH:24]([N:27]([CH3:28])[CH3:29])[CH2:25][CH2:26]4)[cH:16][c:17]3[cH:18]2)[CH2:6][CH2:7]1. The reactants are CC(=O)[O-], CC(=O)[O-], ClCCl, [Cu+2], CN(C)C1CCN(C(=O)c2ccc3[nH]c(C(=O)N4CCC(F)(F)CC4)cc3c2)CC1, OB(O)c1ccc(C(F)(F)F)cc1, c1ccncc1. The reactants are [BH3-]C#N, Cn1ccnc1C=O, CC(=O)O, CO, COC(=O)c1ccc(N)cc1, [Na+]. Yields the product COC(=O)c1ccc(NCc2nccn2C)cc1. Reaction SMILES: [C:24]([BH3-:25])#[N:26].[CH3:1][n:2]1[c:3]([CH:7]=[O:8])[n:4][cH:5][cH:6]1.[CH3:20][C:21](=[O:22])[OH:23].[CH3:28][OH:29].[CH3:9][O:10][C:11]([c:12]1[cH:13][cH:14][c:15]([NH2:18])[cH:16][cH:17]1)=[O:19].[Na+:27]>>[CH3:1][n:2]1[c:3]([CH2:7][NH:18][c:15]2[cH:14][cH:13][c:12]([C:11]([O:10][CH3:9])=[O:19])[cH:17][cH:16]2)[n:4][cH:5][cH:6]1.